From a dataset of the Open Reaction Database (ORD), a public repository of structured organic reaction records. describe an organic reaction: reactants, conditions, products, and yield The reactants are ClC(Cl)Cl, O=C1CCC(=O)N1Cl, Cn1cc(C2=C(c3ccc(O)c4ccoc34)C(=O)NC2=O)c2ccccc21. The product is Cn1c(Cl)c(C2=C(c3ccc(O)c4ccoc34)C(=O)NC2=O)c2ccccc21. RXN SMILES: [CH:36]([Cl:37])([Cl:38])[Cl:39].[Cl:28][N:29]1[C:30](=[O:31])[CH2:32][CH2:33][C:34]1=[O:35].[OH:1][c:2]1[cH:3][cH:4][c:5]([C:11]2=[C:15]([c:16]3[cH:17][n:18]([CH3:25])[c:19]4[cH:20][cH:21][cH:22][cH:23][c:24]34)[C:14](=[O:26])[NH:13][C:12]2=[O:27])[c:6]2[c:7]1[cH:8][cH:9][o:10]2>>[OH:1][c:2]1[cH:3][cH:4][c:5]([C:11]2=[C:15]([c:16]3[c:17]([Cl:28])[n:18]([CH3:25])[c:19]4[cH:20][cH:21][cH:22][cH:23][c:24]34)[C:14](=[O:26])[NH:13][C:12]2=[O:27])[c:6]2[c:7]1[cH:8][cH:9][o:10]2. The reactants are FC(C1=CC2=C(SC=C2C(=O)OCC)C=C1OC)(F)F (Ethyl 5-trifluoromethyl-6-methoxybenzo[b]thiophene-3-carboxylate), [OH-].[Na+] (sodium hydroxide). The product is FC(C1=CC2=C(SC=C2C(=O)O)C=C1OC)(F)F (5-Trifluoromethyl-6-methoxybenzo[b]thiophene-3-carboxylic acid). Isolated yield 76.0%. Reaction SMILES: [F:1][C:2]([F:20])([F:19])[C:3]1[C:16]([O:17][CH3:18])=[CH:15][C:6]2[S:7][CH:8]=[C:9]([C:10]([O:12]CC)=[O:11])[C:5]=2[CH:4]=1.[OH-].[Na+]>>[F:20][C:2]([F:1])([F:19])[C:3]1[C:16]([O:17][CH3:18])=[CH:15][C:6]2[S:7][CH:8]=[C:9]([C:10]([OH:12])=[O:11])[C:5]=2[CH:4]=1 |f:1.2|. Procedure details: Ethyl 5-trifluoromethyl-6-methoxybenzo[b]thiophene-3-carboxylate (D6) (0.5 g, 2 mmoles) was treated with sodium hydroxide as in the method of description 5 to give the title compound (D7) (0.42 g, 92%) Reactants: ClC1=CC(=CC=C1)C(=O)OO (m-Chloroperbenzoic acid), O=C1NC2=C(C=CC=C2C1)SC1=CC=CC=C1 (2-oxo-7-phenylthioindoline). Product: O=C1NC2=C(C=CC=C2C1)S(=O)C1=CC=CC=C1 (2-oxo-7-phenylsulfinylindoline). Run in C(Cl)(Cl)Cl (chloroform), C(Cl)(Cl)Cl (chloroform). Reaction SMILES: ClC1C=CC=C(C(OO)=[O:9])C=1.[O:12]=[C:13]1[CH2:21][C:20]2[C:15](=[C:16]([S:22][C:23]3[CH:28]=[CH:27][CH:26]=[CH:25][CH:24]=3)[CH:17]=[CH:18][CH:19]=2)[NH:14]1>C(Cl)(Cl)Cl>[O:12]=[C:13]1[CH2:21][C:20]2[C:15](=[C:16]([S:22]([C:23]3[CH:24]=[CH:25][CH:26]=[CH:27][CH:28]=3)=[O:9])[CH:17]=[CH:18][CH:19]=2)[NH:14]1. Procedure details: m-Chloroperbenzoic acid (purity: 85%, 0.76 g.) was added to a solution of 2-oxo-7-phenylthioindoline (0.9 g.) in chloroform (20 ml.) with stirring under ice cooling. The mixture was stirred at the same temperature for an hour. To the reaction mixture was added chloroform (50 ml.), and the solution was washed with a saturated aqueous solution of sodium bicarbonate and water, dried over magnesium sulfate and then evaporated. The resultant crystals (1.0 g.) were recrystallized from dioxane twice to...